Dataset: the Open Reaction Database (ORD), a public repository of structured organic reaction records. Task: describe an organic reaction: reactants, conditions, products, and yield Product: CC1=CC=2C(=C3C=C(C=NC3=C(N2)N)CCC2=CC=C(C=C2)C(C)N2CCN(CC2)C)C=C1 (8-Methyl-2-(4-(1-(4-methylpiperazin-1-yl)ethyl)phenethyl)benzo[f][1,7]naphthyridin-5-amine). Procedure: 8-Methyl-2-(4-(1-(4-methylpiperazin-1-yl)ethyl)phenethyl)benzo[f][1,7]naphthyridin-5-amine was prepared from 1-(4-(2-(5-amino-8-methylbenzo[f][1,7]naphthyridin-2-yl)ethyl)phenyl)ethanone (from Example 171) and 1-methylpiperazine (commercially available) following the procedures described for Example 182. 1H NMR (Acetone-d6) TFA Salt: δ 8.84 (s, 1H), 8.80 (s, 1H), 8.41 (d, 1H), 7.52 (s, 1H), 7.42-7.46 (m, 3H), 7.36-7.38 (m, 2H), 3.53 (m, 1H), 3.18 (m, 2H), 3.12 (m, 2H), 2.92 (s, 2H), 2.66 (s, 2H)... Reaction SMILES: [NH2:1][C:2]1[C:11]2[N:10]=[CH:9][C:8]([CH2:12][CH2:13][C:14]3[CH:19]=[CH:18][C:17]([C:20](=O)[CH3:21])=[CH:16][CH:15]=3)=[CH:7][C:6]=2[C:5]2[CH:23]=[CH:24][C:25]([CH3:27])=[CH:26][C:4]=2[N:3]=1.[CH3:28][N:29]1[CH2:34][CH2:33][NH:32][CH2:31][CH2:30]1.C(O)(C(F)(F)F)=O>>[CH3:27][C:25]1[CH:24]=[CH:23][C:5]2=[C:6]3[C:11](=[C:2]([NH2:1])[N:3]=[C:4]2[CH:26]=1)[N:10]=[CH:9][C:8]([CH2:12][CH2:13][C:14]1[CH:19]=[CH:18][C:17]([CH:20]([N:32]2[CH2:33][CH2:34][N:29]([CH3:28])[CH2:30][CH2:31]2)[CH3:21])=[CH:16][CH:15]=1)=[CH:7]3. The reactants are NC1=NC2=C(C=3C=C(C=NC13)CCC1=CC=C(C=C1)C(C)=O)C=CC(=C2)C (1-(4-(2-(5-amino-8-methylbenzo[f][1,7]naphthyridin-2-yl)ethyl)phenyl)ethanone), CN1CCNCC1 (1-methylpiperazine), C(=O)(C(F)(F)F)O (TFA). Starting materials: C(=O)(OC(C)(C)C)N1CCN(CC1)C1=C2C=CNC2=CC=C1 (4-(4-boc-piperazinyl)-indole), COC1=CC=C(C=C1)S(=O)(=O)Cl (4-methoxyphenylsulfonyl chloride). Yields the product Cl.COC1=CC=C(C=C1)S(=O)(=O)N1C=CC2=C(C=CC=C12)N1CCNCC1 (1-[(4-Methoxyphenyl)sulfonyl]-4-(1-piperazinyl)-1H-indole Hydrochoride). Reaction SMILES: C([N:8]1[CH2:13][CH2:12][N:11]([C:14]2[CH:22]=[CH:21][CH:20]=[C:19]3[C:15]=2[CH:16]=[CH:17][NH:18]3)[CH2:10][CH2:9]1)(OC(C)(C)C)=O.[CH3:23][O:24][C:25]1[CH:30]=[CH:29][C:28]([S:31]([Cl:34])(=[O:33])=[O:32])=[CH:27][CH:26]=1>>[ClH:34].[CH3:23][O:24][C:25]1[CH:26]=[CH:27][C:28]([S:31]([N:18]2[C:19]3[C:15](=[C:14]([N:11]4[CH2:10][CH2:9][NH:8][CH2:13][CH2:12]4)[CH:22]=[CH:21][CH:20]=3)[CH:16]=[CH:17]2)(=[O:33])=[O:32])=[CH:29][CH:30]=1 |f:2.3|. Reported procedure: The title compound was prepared from 4-(4-boc-piperazinyl)-indole and 4-methoxyphenylsulfonyl chloride according to Method 3: 1H NMR (270 MHz, DMSO-d6) δ 9.07 (br, 1 H), 7.90 (d, J=8 Hz, 2 H), 7.78 (d, J=5 Hz, 1 H), 7.61 (d, J=8 Hz, 1 H), 7.25 (t, J=8 Hz, 1 H), 7.09 (d, J=8 Hz, 2 H), 6.92 (d, J=5 Hz, 1 H), 6.68 (d, J=8 Hz, 1 H), 3.79 (s, 3 H), 3.24 (m, 8 H); MS (ESI+) for m/z 371 (M+H)+. The reactants are NC1=NC(=NC=2N1N=C(N2)C=2OC=CC2)OC2=CC=C(C=C2)OCC2=CC=CC=C2 (7-amino-5-(4-benzyloxyphenoxy)-2-(2-furyl)-[1,2,4]triazolo[1,5-a][1,3,5]triazine), C(C)(=O)O (acetic acid), [H][H] (hydrogen). Reagents/catalysts: [Pd] (palladium-on-carbon). The solvent is CO (methanol). Yields the product NC1=NC(=NC=2N1N=C(N2)C=2OC=CC2)OC2=CC=C(C=C2)O (7-amino-2-(2-furyl)-5-(4-hydroxyphenoxy)-[1,2,4]triazolo[1,5-a][1,3,5]triazine). RXN SMILES: [NH2:1][C:2]1[N:7]2[N:8]=[C:9]([C:11]3[O:12][CH:13]=[CH:14][CH:15]=3)[N:10]=[C:6]2[N:5]=[C:4]([O:16][C:17]2[CH:22]=[CH:21][C:20]([O:23]CC3C=CC=CC=3)=[CH:19][CH:18]=2)[N:3]=1.C(O)(=O)C.[H][H]>CO.[Pd]>[NH2:1][C:2]1[N:7]2[N:8]=[C:9]([C:11]3[O:12][CH:13]=[CH:14][CH:15]=3)[N:10]=[C:6]2[N:5]=[C:4]([O:16][C:17]2[CH:22]=[CH:21][C:20]([OH:23])=[CH:19][CH:18]=2)[N:3]=1. Procedure: A solution of 7-amino-5-(4-benzyloxyphenoxy)-2-(2-furyl)-[1,2,4]triazolo[1,5-a][1,3,5]triazine (1.0 g) in methanol (400 ml) containing palladium-on-carbon catalyst (10% w/w, 200 mg) and acetic acid (20 ml) was treated with hydrogen gas at atmospheric pressure. The reaction was monitored by tlc analysis (system as Example 1) and once no further starting material was detected, the catalyst was removed by filtration. Solvent was evaporated from the filtrate. The solid residue obtained was crystalli...